Task: describe an organic reaction: reactants, conditions, products, and yield. Dataset: the Open Reaction Database (ORD), a public repository of structured organic reaction records Starting materials: C(CCC)C1OC(=O)C2=CC(=CC=C12)[N+](=O)[O-] (3-Butyl-6-nitro-phthalide). The reagents and catalysts are [Pd] (Pd—C). The solvent is C(C)O (ethanol). The product is NC1=CC=C2C(OC(=O)C2=C1)CCCC (6-Amino-3-butyl-phthalide). RXN SMILES: [CH2:1]([CH:5]1[C:14]2[C:9](=[CH:10][C:11]([N+:15]([O-])=O)=[CH:12][CH:13]=2)[C:7](=[O:8])[O:6]1)[CH2:2][CH2:3][CH3:4]>C(O)C.[Pd]>[NH2:15][C:11]1[CH:10]=[C:9]2[C:14]([CH:5]([CH2:1][CH2:2][CH2:3][CH3:4])[O:6][C:7]2=[O:8])=[CH:13][CH:12]=1. Procedure details: To a suspension of 141 g (0.6 mol) of compound obtained in Example 1 in 250 ml of ethanol there are added 14 g of 5% Pd—C catalyst. The mixture is hydrogenated at a pressure of 34 kg/cm2. After the absorption of hydrogen has ceased, the hot mixture is filtered to remove the catalyst. The filter cake is washed with hot ethanol. On cooling, the crystals are separated and additional product is obtained from the condensed filtrate and washed to give the title compound. Reactants: ClC1=C(C=C(C=C1)Cl)I (2,5-dichloroiodobenzene), CC(C(C(C(C)(C)C)=O)=O)CCC (tetramethyl heptanedione), C([O-])([O-])=O.[Cs+].[Cs+] (cesium carbonate), BrC1=CC=C(C=C1)S (4-bromothiophenol). Reagents/catalysts: Cl[Cu] (CuCl). Solvent: hexanes, CN1C(CCC1)=O (N-Methyl-2-pyrrolidone), C(C)(=O)OCC (ethyl acetate). Conditions: temperature 130 celsius, time 2 hour. The product is BrC1=CC=C(C=C1)SC1=C(C=CC(=C1)Cl)Cl (1-(4-bromo-phenylsulfanyl)-2,5-dichloro-benzene). Yield: 79.4%. RXN SMILES: [Br:1][C:2]1[CH:7]=[CH:6][C:5]([SH:8])=[CH:4][CH:3]=1.[Cl:9][C:10]1[CH:15]=[CH:14][C:13]([Cl:16])=[CH:12][C:11]=1I.CC(CCC)C(=O)C(=O)C(C)(C)C.C(=O)([O-])[O-].[Cs+].[Cs+]>C(OCC)(=O)C.Cl[Cu].CN1CCCC1=O>[Br:1][C:2]1[CH:7]=[CH:6][C:5]([S:8][C:14]2[CH:15]=[C:10]([Cl:9])[CH:11]=[CH:12][C:13]=2[Cl:16])=[CH:4][CH:3]=1 |f:3.4.5|. Reported procedure: N-Methyl-2-pyrrolidone (10 mL) was added to 4-bromothiophenol (0.500 g, 2.64 mmol) in a sealed tube and the mixture was purged with argon for 5 minutes. After this time, 2,5-dichloroiodobenzene (0.72 g, 2.64 mmol), CuCl (0.131 g, 1.32 mmol), tetramethyl heptanedione (0.14 mL, 0.66 mmol) and cesium carbonate (1.70 g, 5.28 mmol) were added to the reaction mixture. The reaction mixture was stirred at 130° C. under argon for 2 hours. The reaction mixture was cooled to room temperature, diluted with ... Starting materials: [Al+3], [Cl-], [H-], [H-], [H-], [H-], [Li+], [Na+], [Na+], [Na+], C1CCOC1, O, O, O, O, O, O, O, O, O, O, CCOC(=O)CCCCC1CCSS1, O=S(=O)([O-])[O-]. Yields the product OCCCCCC1CCSS1. Reaction SMILES: [Al+3:18].[Cl-:16].[H-:17].[H-:20].[H-:21].[H-:22].[Li+:19].[Na+:15].[Na+:38].[Na+:39].[O:40]1[CH2:41][CH2:42][CH2:43][CH2:44]1.[OH2:23].[OH2:24].[OH2:25].[OH2:26].[OH2:27].[OH2:28].[OH2:29].[OH2:30].[OH2:31].[OH2:32].[S:1]1[S:2][CH:3]([CH2:6][CH2:7][CH2:8][CH2:9][C:10](=[O:11])[O:12][CH2:13][CH3:14])[CH2:4][CH2:5]1.[S:33]([O-:34])([O-:35])(=[O:36])=[O:37]>>[S:1]1[S:2][CH:3]([CH2:6][CH2:7][CH2:8][CH2:9][CH2:10][OH:11])[CH2:4][CH2:5]1. Procedure: A mixture of 2-isopropyl-[1,2,4]triazolo[1,5-a]pyridin-7-amine (159 mg, 902 μmol), 4-(ethoxycarbonyl)-1-methyl-1H-pyrazole-5-carboxylic acid (215 mg, 1.08 mmol), propylphosphonic anhydride (50% in ethyl acetate, 1.33 ml, 2.26 mmol) and diisopropylethylamine (473 μl, 2.71 mmol) in tetrahydrofurane (7 ml) is refluxed for 18 hours. The solvent is evaporated and the residue stirred for 1 hr with sat. aqueous sodium hydrogencarbonate solution. The precipitated solid is collected by filtration, washed... Solvent: O1CCCC1 (tetrahydrofurane). Product: C(C)(C)C1=NN2C(C=C(C=C2)NC(=O)C2=C(C=NN2C)C(=O)OCC)=N1 (ethyl 5-(2-isopropyl-[1,2,4]triazolo[1,5-a]pyridin-7-ylcarbamoyl)-1-methyl-1H-pyrazole-4-carboxylate). As a reaction SMILES: [CH:1]([C:4]1[N:13]=[C:7]2[CH:8]=[C:9]([NH2:12])[CH:10]=[CH:11][N:6]2[N:5]=1)([CH3:3])[CH3:2].[CH2:14]([O:16][C:17]([C:19]1[CH:20]=[N:21][N:22]([CH3:27])[C:23]=1[C:24](O)=[O:25])=[O:18])[CH3:15].CCCP(=O)=O.C(N(C(C)C)CC)(C)C>O1CCCC1>[CH:1]([C:4]1[N:13]=[C:7]2[CH:8]=[C:9]([NH:12][C:24]([C:23]3[N:22]([CH3:27])[N:21]=[CH:20][C:19]=3[C:17]([O:16][CH2:14][CH3:15])=[O:18])=[O:25])[CH:10]=[CH:11][N:6]2[N:5]=1)([CH3:3])[CH3:2]. Reactants: C(C)(C)C1=NN2C(C=C(C=C2)N)=N1 (2-isopropyl-[1,2,4]triazolo[1,5-a]pyridin-7-amine), C(C)OC(=O)C=1C=NN(C1C(=O)O)C (4-(ethoxycarbonyl)-1-methyl-1H-pyrazole-5-carboxylic acid), CCCP(=O)=O (propylphosphonic anhydride), C(C)(C)N(CC)C(C)C (diisopropylethylamine). Isolated yield 103.3%. Reaction conditions: time 1 hour. Reactants: Cl.CC(C1=CC=C(C=C1)OC1=CC=CC=C1)N (α-methyl-p-phenoxybenzylamine hydrochloride), Cl.CC(C1=CC=C(C=C1)CCC1=CC=CC=C1)N (α-methyl-p-phenethylbenzylamine hydrochloride). Yields the product Cl.CC(C1=CC=C(C=C1)OC1=CC=CC=C1)N=C1NCCCCC1 (2-(α-methyl-p-phenoxybenzylimino)hexahydroazepine hydrochloride). As a reaction SMILES: [ClH:1].[CH3:2][CH:3]([NH2:17])[C:4]1[CH:9]=[CH:8][C:7]([O:10][C:11]2[CH:16]=[CH:15][CH:14]=[CH:13][CH:12]=2)=[CH:6][CH:5]=1.Cl.C[CH:20]([NH2:35])[C:21]1C=[CH:25][C:24](CCC2C=CC=CC=2)=[CH:23][CH:22]=1>>[ClH:1].[CH3:2][CH:3]([N:17]=[C:20]1[CH2:21][CH2:22][CH2:23][CH2:24][CH2:25][NH:35]1)[C:4]1[CH:9]=[CH:8][C:7]([O:10][C:11]2[CH:12]=[CH:13][CH:14]=[CH:15][CH:16]=2)=[CH:6][CH:5]=1 |f:0.1,2.3,4.5|. Procedure: Following essentially the same procedure described in Example 7 above and substituting α-methyl-p-phenoxybenzylamine hydrochloride for the α-methyl-p-phenethylbenzylamine hydrochloride above, results in the formation of 2-(α-methyl-p-phenoxybenzylimino)hexahydroazepine hydrochloride having a M.P. of 210°-2° C., (dec.). Starting materials: ( iii ), [H][H] (hydrogen), [H][H] (hydrogen), [H][H] (hydrogen), [H][H] (hydrogen), C(=CC=CCCCC)O (octadienol), [H][H] (hydrogen). Reagents/catalysts: [Ni] (nickel), [Ni] (Ni). The solvent is C(CCCCCCC)O (n-octanol). Run at temperature 130 celsius. Yields the product C(C=CCCCC=C)O (2,7-octadien-1-ol). RXN SMILES: [H][H].[CH:3]([OH:11])=[CH:4][CH:5]=[CH:6][CH2:7][CH2:8][CH2:9][CH3:10]>[Ni].C(O)CCCCCCC>[CH2:3]([OH:11])[CH:4]=[CH:5][CH2:6][CH2:7][CH2:8][CH:9]=[CH2:10]. Procedure details: A one-liter stainless steel autoclave equipped with thermometer, magnetic stirrer, liquid metering and feeding pump, hydrogen gas inlet, off gas flow meter, and liquid outlet was charged with 1.5 g of nickel-on-diatomaceous earth catalyst (Nissan-Girdler's G-69; Ni content 52 percent by weight) and 100 g of n-octanol. After sufficiently replacing the atmosphere with hydrogen gas, the system was heated to 160° C. with stirring. Then, the octadienol mixture obtained by the procedure mentioned abov... The reactants are FC1=NC=CC=C1C1=C(C(=CN1)CN(C(OC(C)(C)C)=O)C)F (tert-butyl {[5-(2-fluoropyridin-3-yl)-4-fluoro-1H-pyrrol-3-yl]methyl}methylcarbamate), C1COCCOCCOCCOCCO1 (15-crown-5), O1C(=CC=C1)S(=O)(=O)Cl (2-furansulfonyl chloride), [H-].[Na+] (sodium hydride). Solvent: O1CCCC1 (tetrahydrofuran), O1CCCC1 (tetrahydrofuran), O (water). Reaction conditions: time 1 hour. Product: FC=1C(=CN(C1C=1C(=NC=CC1)F)S(=O)(=O)C=1OC=CC1)CN(C(OC(C)(C)C)=O)C (tert-butyl {[4-fluoro-5-(2-fluoropyridin-3-yl)-1-(2-furylsulfonyl)-1H-pyrrol-3-yl]methyl}methylcarbamate). Isolated yield 86.6%. Reaction SMILES: [H-].[Na+].[F:3][C:4]1[C:9]([C:10]2[NH:14][CH:13]=[C:12]([CH2:15][N:16]([CH3:24])[C:17](=[O:23])[O:18][C:19]([CH3:22])([CH3:21])[CH3:20])[C:11]=2[F:25])=[CH:8][CH:7]=[CH:6][N:5]=1.C1OCCOCCOCCOCCOC1.[O:41]1[CH:45]=[CH:44][CH:43]=[C:42]1[S:46](Cl)(=[O:48])=[O:47]>O1CCCC1.O>[F:25][C:11]1[C:12]([CH2:15][N:16]([CH3:24])[C:17](=[O:23])[O:18][C:19]([CH3:21])([CH3:22])[CH3:20])=[CH:13][N:14]([S:46]([C:42]2[O:41][CH:45]=[CH:44][CH:43]=2)(=[O:48])=[O:47])[C:10]=1[C:9]1[C:4]([F:3])=[N:5][CH:6]=[CH:7][CH:8]=1 |f:0.1|. Reported procedure: To a suspension of sodium hydride (60% in oil, 37 mg) in tetrahydrofuran (2 mL) were added dropwise a solution of tert-butyl {[5-(2-fluoropyridin-3-yl)-4-fluoro-1H-pyrrol-3-yl]methyl}methylcarbamate (200 mg) in tetrahydrofuran (1 mL), 15-crown-5 (205 mg) and 2-furansulfonyl chloride (132 mg) under ice-cooling and the mixture was stirred for 1 hr and half. The reaction mixture was diluted with water, and extracted with ethyl acetate. The separated aqueous layer was extracted again with ethyl acet... Starting materials: C1(O)=CC(O)=CC(O)=C1 (phloroglucinol), C1(=CC=CC=C1)CCC(C(=O)OCC)C(=O)C (ethyl 2-(2-phenylethyl)acetoacetate), Cl (HCl). The solvent is C(C)O (ethanol). Yields the product OC1=CC(=CC2=C1C(=C(C(O2)=O)CCC2=CC=CC=C2)C)O (5,7-Dihydroxy-4-methyl-3-(2-phenylethyl)-2H-1-benzopyran-2-one). Reaction SMILES: [C:1]1([CH:9]=[C:7]([OH:8])[CH:6]=[C:4]([OH:5])[CH:3]=1)[OH:2].[C:10]1([CH2:16][CH2:17][CH:18]([C:24]([CH3:26])=O)[C:19](OCC)=[O:20])[CH:15]=[CH:14][CH:13]=[CH:12][CH:11]=1.Cl>C(O)C>[OH:2][C:1]1[C:9]2[C:24]([CH3:26])=[C:18]([CH2:17][CH2:16][C:10]3[CH:11]=[CH:12][CH:13]=[CH:14][CH:15]=3)[C:19](=[O:20])[O:8][C:7]=2[CH:6]=[C:4]([OH:5])[CH:3]=1. Reported procedure: A solution of phloroglucinol (0.87 g) and ethyl 2-(2-phenylethyl)acetoacetate (1.62 g) in ethanol (30 ml) was treated with dry HCl as described in example 1a. Yield: 1.77 g (87%). Melting point 248-252° C.